This data is from the Open Reaction Database (ORD), a public repository of structured organic reaction records. The task is: describe an organic reaction: reactants, conditions, products, and yield Reactants: COC(C1=CC(=CC=C1)SC1=C(N(C2=CC(=CC=C12)Cl)C)C)=O (3-(6-Chloro-1,2-dimethyl-1H-indol-3-ylsulfanyl)-benzoic acid methyl ester), [Li+].[OH-] (LiOH). The solvent is CO.C1CCOC1 (MeOH THF). Reaction conditions: time 8 hour. Yields the product ClC1=CC=C2C(=C(N(C2=C1)C)C)SC=1C=C(C(=O)O)C=CC1 (3-(6-Chloro-1,2-dimethyl-1H-indol-3-ylsulfanyl)-benzoic acid). As a reaction SMILES: C[O:2][C:3](=[O:23])[C:4]1[CH:9]=[CH:8][CH:7]=[C:6]([S:10][C:11]2[C:19]3[C:14](=[CH:15][C:16]([Cl:20])=[CH:17][CH:18]=3)[N:13]([CH3:21])[C:12]=2[CH3:22])[CH:5]=1.[Li+].[OH-]>CO.C1COCC1>[Cl:20][C:16]1[CH:15]=[C:14]2[C:19]([C:11]([S:10][C:6]3[CH:5]=[C:4]([CH:9]=[CH:8][CH:7]=3)[C:3]([OH:23])=[O:2])=[C:12]([CH3:22])[N:13]2[CH3:21])=[CH:18][CH:17]=1 |f:1.2,3.4|. Procedure details: 3-(6-Chloro-1,2-dimethyl-1H-indol-3-ylsulfanyl)-benzoic acid methyl ester (0.079 g, 0.23 mmol) was dissolved in MeOH:THF (1:1, 5 mL) and LiOH (2.30 mL, 1M aq., 2.3 mmol) was added. The reaction was stirred at room temperature overnight then submitted to aqueous workup procedure. Purification by preparatory HPLC (10-100% ACN in H2O) to yield the title compound. Starting materials: ClC=1C=C(/C(/N)=N/O)C=CC1OC(C)C ((Z)-3-chloro-N′-hydroxy-4-isopropoxybenzimidamide), OCC1=CC=C(C(=O)O)C=C1 (4-(hydroxymethyl)benzoic acid), C(CCl)Cl (EDC), C1=CC=C2C(=C1)N=NN2O.O (HOBT hydrate). Run in CN(C)C=O (DMF), CN(C)C=O (DMF). Run at temperature 140 celsius. Product: ClC=1C=C(C=CC1OC(C)C)C1=NOC(=N1)C1=CC=C(C=C1)CO ((4-(3-(3-chloro-4-isopropoxyphenyl)-1,2,4-oxadiazol-5-yl)phenyl)methanol). Isolated yield 74.4%. Reaction SMILES: [OH:1][CH2:2][C:3]1[CH:11]=[CH:10][C:6]([C:7]([OH:9])=O)=[CH:5][CH:4]=1.C(Cl)CCl.C1C=C2N=NN(O)C2=CC=1.O.[Cl:27][C:28]1[CH:29]=[C:30]([CH:35]=[CH:36][C:37]=1[O:38][CH:39]([CH3:41])[CH3:40])/[C:31](=[N:33]/O)/[NH2:32]>CN(C=O)C>[Cl:27][C:28]1[CH:29]=[C:30]([C:31]2[N:33]=[C:7]([C:6]3[CH:5]=[CH:4][C:3]([CH2:2][OH:1])=[CH:11][CH:10]=3)[O:9][N:32]=2)[CH:35]=[CH:36][C:37]=1[O:38][CH:39]([CH3:41])[CH3:40] |f:2.3|. Procedure: To a slurry of 4-(hydroxymethyl)benzoic acid (0.220 g, 1.443 mmol) in DMF (1.640 ml) was added EDC (0.277 g, 1.443 mmol) followed by HOBT hydrate (0.195 g, 1.443 mmol). After about 45 min. a solution of (Z)-3-chloro-N′-hydroxy-4-isopropoxybenzimidamide (0.300 g, 1.31 mmol) in DMF (1.640 ml) was added and the reaction mixture was heated to about 140° C. for about 2 h. After cooling to room temperature the reaction mixture was concentrated in vacuo and purified by chromatography on silica gel (elu... RXN SMILES: [CH3:33][CH:34]([C:35](=[O:36])[N:37]1[CH2:38][CH2:39][NH:40][CH2:41][CH2:42]1)[CH3:43].[CH:1]([CH3:2])([CH3:3])[N:4]1[CH2:5][CH2:6][N:7]([C:10](=[O:11])[c:12]2[cH:13][c:14]3[cH:15][c:16]([C:21](=[O:22])[N:23]4[CH2:24][CH2:25][N:26]([S:29]([CH3:30])(=[O:31])=[O:32])[CH2:27][CH2:28]4)[nH:17][c:18]3[cH:19][cH:20]2)[CH2:8][CH2:9]1>>[CH:1]([CH3:2])([CH3:3])[N:4]1[CH2:5][CH2:6][N:7]([C:10](=[O:11])[c:12]2[cH:13][c:14]3[cH:15][c:16]([C:21](=[O:22])[N:23]4[CH2:24][CH2:25][N:26]([C:35]([CH:34]([CH3:33])[CH3:43])=[O:36])[CH2:27][CH2:28]4)[nH:17][c:18]3[cH:19][cH:20]2)[CH2:8][CH2:9]1. The product is CC(C)C(=O)N1CCN(C(=O)c2cc3cc(C(=O)N4CCN(C(C)C)CC4)ccc3[nH]2)CC1. Starting materials: CC(C)C(=O)N1CCNCC1, CC(C)N1CCN(C(=O)c2ccc3[nH]c(C(=O)N4CCN(S(C)(=O)=O)CC4)cc3c2)CC1. Starting materials: FC(C(=O)O)(F)F (trifluoroacetic acid), O (water), OC(C)C=1C=CC=C2C=CC=C(C12)O (8-(1-hydroxyethyl)-1-naphthol), C(C)(=O)OCC (ethyl acetate). Run in O1CCCC1 (tetrahydrofuran), N1=CC=CC=C1 (pyridine). Reaction conditions: time 6 hour. The product is C(C)C=1C=CC=C2C=CC=C(C12)OCOC (8-Ethyl-1-methoxymethoxynaphthalene). As a reaction SMILES: O[CH:2]([C:4]1[CH:5]=[CH:6][CH:7]=[C:8]2[C:13]=1[C:12]([OH:14])=[CH:11][CH:10]=[CH:9]2)[CH3:3].FC(F)(F)C(O)=O.[C:22]([O:25][CH2:26]C)(=O)C.O>O1CCCC1.N1C=CC=CC=1>[CH2:2]([C:4]1[CH:5]=[CH:6][CH:7]=[C:8]2[C:13]=1[C:12]([O:14][CH2:22][O:25][CH3:26])=[CH:11][CH:10]=[CH:9]2)[CH3:3]. Procedure details: 270 g of 8-(1-hydroxyethyl)-1-naphthol was dissolved in 500 ml of tetrahydrofuran and 170 ml of pyridine, followed by dropping 357 g of anhydrous trifluoroacetic acid under ice-cooling conditions in 45 minutes. The reaction solution was agitated under ice-cooling conditions for 0.5 hours, after which 2 liters of ethyl acetate was added. After washing with a saturated saline solution, 1N hydrochloric acid, a saturated saline solution and a sodium hydrogencarbonate saturated aqueous solution in th... Reactants: [BH4-].[Na+] (Sodium tetrahydroborate), C(C)(=O)C1=C(C(=C(C#N)C(=C1)Cl)Br)OCC (4-acetyl-2-bromo-6-chloro-3-ethoxybenzonitrile), CO (methanol). Run at time 1 hour. The product is BrC1=C(C#N)C(=CC(=C1OCC)C(C)O)Cl (2-bromo-6-chloro-3-ethoxy-4-(1-hydroxyethyl)benzonitrile). Yield: 70.4%. RXN SMILES: [BH4-].[Na+].[C:3]([C:6]1[CH:13]=[C:12]([Cl:14])[C:9]([C:10]#[N:11])=[C:8]([Br:15])[C:7]=1[O:16][CH2:17][CH3:18])(=[O:5])[CH3:4].CO>>[Br:15][C:8]1[C:7]([O:16][CH2:17][CH3:18])=[C:6]([CH:3]([OH:5])[CH3:4])[CH:13]=[C:12]([Cl:14])[C:9]=1[C:10]#[N:11] |f:0.1|. Procedure details: Sodium tetrahydroborate (38 mg, 0.99 mmol) was added to a mixture of 4-acetyl-2-bromo-6-chloro-3-ethoxybenzonitrile (200 mg, 0.7 mmol) in methanol (5 mL, 100 mmol) at 0° C. The reaction was stirred at room temperature for 1 hour, concentrated and partitioned between water and EtOAc. The combined organic layers were washed with brine, dried over MgSO4, filtered and concentrated to give crude 2-bromo-6-chloro-3-ethoxy-4-(1-hydroxyethyl)benzonitrile as a clear oil (0.15 gm, 100%), LCMS calculated f... Reactants: ClCCl, Cc1cc(OC(F)F)nc(S(C)(=O)=O)n1, ClC(Cl)Cl, N. Yields the product Cc1cc(OC(F)F)nc(N)n1. RXN SMILES: [CH2:21]([Cl:22])[Cl:23].[CH3:1][S:2](=[O:3])(=[O:4])[c:5]1[n:6][c:7]([CH3:15])[cH:8][c:9]([O:11][CH:12]([F:13])[F:14])[n:10]1.[CH:17]([Cl:18])([Cl:19])[Cl:20].[NH3:16]>>[c:5]1([NH2:16])[n:6][c:7]([CH3:15])[cH:8][c:9]([O:11][CH:12]([F:13])[F:14])[n:10]1. Reactants: BrC1=CC=C(O1)C(=O)O (5-bromofuroic acid), C(CCCCCCCCCCCCCCCCC)O (octadecanol), COCCOCCOC (bis(2-methoxyethyl)ether), [H-].[Na+] (sodium hydride), ice water. Run in C(C)(=O)O (acetic acid). The product is C(CCCCCCCCCCCCCCCCC)OC1=CC=C(O1)C(=O)O (5-octadecyloxy-2-furoic acid). As a reaction SMILES: Br[C:2]1[O:6][C:5]([C:7]([OH:9])=[O:8])=[CH:4][CH:3]=1.[CH2:10]([OH:28])[CH2:11][CH2:12][CH2:13][CH2:14][CH2:15][CH2:16][CH2:17][CH2:18][CH2:19][CH2:20][CH2:21][CH2:22][CH2:23][CH2:24][CH2:25][CH2:26][CH3:27].COCCOCCOC.[H-].[Na+]>C(O)(=O)C>[CH2:10]([O:28][C:2]1[O:6][C:5]([C:7]([OH:9])=[O:8])=[CH:4][CH:3]=1)[CH2:11][CH2:12][CH2:13][CH2:14][CH2:15][CH2:16][CH2:17][CH2:18][CH2:19][CH2:20][CH2:21][CH2:22][CH2:23][CH2:24][CH2:25][CH2:26][CH3:27] |f:3.4|. Reported procedure: A mixture of 30.0 g (0.157 mole) of 5-bromofuroic acid, 64.0 g (0.236 mole) of octadecanol and 500 ml of bis(2-methoxyethyl)ether is stirred at room temperature under nitrogen after which 9.45 g (0.393 mole) of sodium hydride is added. The mixture is refluxed about 22 hours, allowed to cool and poured into an ice-water mixture, acidified with acetic acid and extracted with ether. The ether layer is washed with water and salt water, dried over sodium sulfate, and filtered. The solvent is evaporat...